From a dataset of the Open Reaction Database (ORD), a public repository of structured organic reaction records. describe an organic reaction: reactants, conditions, products, and yield Reactants: F[B-](F)(F)F, CCOCCCNCc1ccc(C(C)C)cc1, CCOC(C)=O, CCN(C(C)C)C(C)C, CN(C)C=O, O=C(O)CCc1ccc(O)cc1, CN(C)C(On1nnc2ccccc21)=[N+](C)C. Product: CCOCCCN(Cc1ccc(C(C)C)cc1)C(=O)CCc1ccc(O)cc1. RXN SMILES: [B-:30]([F:31])([F:32])([F:33])[F:34].[CH2:1]([CH3:2])[O:3][CH2:4][CH2:5][CH2:6][NH:7][CH2:8][c:9]1[cH:10][cH:11][c:12]([CH:15]([CH3:16])[CH3:17])[cH:13][cH:14]1.[CH3:66][CH2:67][O:68][C:69]([CH3:70])=[O:71].[CH:52]([N:53]([CH:54]([CH3:55])[CH3:56])[CH2:57][CH3:58])([CH3:59])[CH3:60].[O:61]=[CH:62][N:63]([CH3:64])[CH3:65].[OH:18][C:19](=[O:20])[CH2:21][CH2:22][c:23]1[cH:24][cH:25][c:26]([OH:27])[cH:28][cH:29]1.[n:35]1([O:36][C:37]([N:38]([CH3:39])[CH3:40])=[N+:41]([CH3:42])[CH3:43])[c:44]2[cH:45][cH:46][cH:47][cH:48][c:49]2[n:50][n:51]1>>[CH2:1]([CH3:2])[O:3][CH2:4][CH2:5][CH2:6][N:7]([CH2:8][c:9]1[cH:10][cH:11][c:12]([CH:15]([CH3:16])[CH3:17])[cH:13][cH:14]1)[C:19](=[O:18])[CH2:21][CH2:22][c:23]1[cH:24][cH:25][c:26]([OH:27])[cH:28][cH:29]1. Starting materials: F[B-](F)(F)F, Cc1cccc(CN)c1, CCOc1nc(C(=O)O)cc(N)c1C#N, CN(C)C(On1nnc2ccccc21)=[N+](C)C. Yields the product CCOc1nc(C(=O)NCc2cccc(C)c2)cc(N)c1C#N. RXN SMILES: [B-:16]([F:17])([F:18])([F:19])[F:20].[CH3:38][c:39]1[cH:40][c:41]([CH2:42][NH2:43])[cH:44][cH:45][cH:46]1.[NH2:1][c:2]1[cH:3][c:4]([C:13](=[O:14])[OH:15])[n:5][c:6]([O:10][CH2:11][CH3:12])[c:7]1[C:8]#[N:9].[n:21]1([O:22][C:23]([N:24]([CH3:25])[CH3:26])=[N+:27]([CH3:28])[CH3:29])[c:30]2[cH:31][cH:32][cH:33][cH:34][c:35]2[n:36][n:37]1>>[NH2:1][c:2]1[cH:3][c:4]([C:13](=[O:15])[NH:43][CH2:42][c:41]2[cH:40][c:39]([CH3:38])[cH:46][cH:45][cH:44]2)[n:5][c:6]([O:10][CH2:11][CH3:12])[c:7]1[C:8]#[N:9]. Reactants: O (water), [H-].[Na+] (Sodium hydride), FC1=C(C=CC=C1F)CC#N ((2,3-difluorophenyl)acetonitrile), BrCCCC(=O)OCC (ethyl 4-bromobutanoate). Run in CN(C=O)C (N,N-dimethylformamide). Reaction conditions: time 30 minute. Yields the product C(#N)C(CCCC(=O)OCC)C1=C(C(=CC=C1)F)F (Ethyl 5-cyano-5-(2,3-difluorophenyl)pentanoate). Reaction SMILES: [H-].[Na+].[F:3][C:4]1[C:9]([F:10])=[CH:8][CH:7]=[CH:6][C:5]=1[CH2:11][C:12]#[N:13].Br[CH2:15][CH2:16][CH2:17][C:18]([O:20][CH2:21][CH3:22])=[O:19].O>CN(C)C=O>[C:12]([CH:11]([C:5]1[CH:6]=[CH:7][CH:8]=[C:9]([F:10])[C:4]=1[F:3])[CH2:15][CH2:16][CH2:17][C:18]([O:20][CH2:21][CH3:22])=[O:19])#[N:13] |f:0.1|. Procedure: Sodium hydride (60% dispersion in mineral oil; 2.9 g, 71.8 mmol) was slowly added to a solution of (2,3-difluorophenyl)acetonitrile (10.0 g, 65.3 mmol) and ethyl 4-bromobutanoate (12.7 g, 65.3 mmol) in N,N-dimethylformamide (100 mL) at 0° C. After 30 min, the reaction mixture was warmed to ambient temperature. After 3 h, water was added and the mixture was extracted with ethyl acetate (2×). The organic extracts were washed with saturated aqueous ammonium chloride, saturated brine, dried over mag... Reactants: O=C(CCl)NC1COc2nc([N+](=O)[O-])cn2C1, FC(F)Oc1ccc(OC2CCNCC2)cc1. Product: O=C(CN1CCC(Oc2ccc(OC(F)F)cc2)CC1)NC1COc2nc([N+](=O)[O-])cn2C1. As a reaction SMILES: [Cl:1][CH2:2][C:3](=[O:4])[NH:5][CH:6]1[CH2:7][n:8]2[c:9]([n:12][c:13]([N+:15](=[O:16])[O-:17])[cH:14]2)[O:10][CH2:11]1.[F:18][CH:19]([O:20][c:21]1[cH:22][cH:23][c:24]([O:25][CH:26]2[CH2:27][CH2:28][NH:29][CH2:30][CH2:31]2)[cH:32][cH:33]1)[F:34]>>[CH2:2]([C:3](=[O:4])[NH:5][CH:6]1[CH2:7][n:8]2[c:9]([n:12][c:13]([N+:15](=[O:16])[O-:17])[cH:14]2)[O:10][CH2:11]1)[N:29]1[CH2:28][CH2:27][CH:26]([O:25][c:24]2[cH:23][cH:22][c:21]([O:20][CH:19]([F:18])[F:34])[cH:33][cH:32]2)[CH2:31][CH2:30]1. The reactants are [OH-].[Na+] (sodium hydroxide), [H-].[Al+3].[Li+].[H-].[H-].[H-] (lithium aluminum hydride), CCOCC (ether), C(C)OCC (diethyl ether), C[C@@H](CC(=O)OC)CCO[Si](C)(C)C(C)(C)C (methyl 3-(R)-methyl-5-(t-butyldimethylsilyloxy)pentanoate). Solvent: O (water), O (water). Conditions: temperature 0 celsius, time 1 hour. Product: C[C@@H](CCO)CCO[Si](C)(C)C(C)(C)C (3-(S)-methyl-5-(t-butyldimethylsilyloxy)-1-pentanol). As a reaction SMILES: [H-].[Al+3].[Li+].[H-].[H-].[H-].C(OCC)C.[CH3:12][C@H:13]([CH2:19][CH2:20][O:21][Si:22]([C:25]([CH3:28])([CH3:27])[CH3:26])([CH3:24])[CH3:23])[CH2:14][C:15](OC)=[O:16].[OH-].[Na+]>O>[CH3:12][C@H:13]([CH2:19][CH2:20][O:21][Si:22]([C:25]([CH3:26])([CH3:28])[CH3:27])([CH3:23])[CH3:24])[CH2:14][CH2:15][OH:16] |f:0.1.2.3.4.5,8.9|. Procedure details: To 8.5 g. (0.224 m) of lithium aluminum hydride in 250 ml. of diethyl ether under nitrogen was added 53.5 g. (0.206 m) of methyl 3-(R)-methyl-5-(t-butyldimethylsilyloxy)pentanoate in 125 ml. of ether. The reaction was stirred for one hour at 0° C. and was then treated dropwise with 8.4 g. of water, 8.4 ml. of a 15% sodium hydroxide solution and 25.2 ml. of water. The solids were filtered and the organic phase separated and washed with water, 2.5% hydrochloric acid and a brine solution. The organ... The reactants are NC1=C2NC(N(C2=NC(=N1)OCCCC)CCCCl)=O (6-Amino-9-(3-chloropropyl)-2-butoxy-7,9-dihydro-8H-purin-8-one), CN(CCN)C (N,N-dimethylethylenediamine). The solvent is CS(=O)C (DMSO). Reaction conditions: temperature 0 celsius. Yields the product Cl.NC1=C2NC(N(C2=NC(=N1)OCCCC)CCCNCCN(C)C)=O (6-Amino-2-butoxy-9-(3-{[2-(dimethylamino)ethyl]amino}propyl)-7,9-dihydro-8H-purin-8-one, hydrochloride). RXN SMILES: [NH2:1][C:2]1[N:10]=[C:9]([O:11][CH2:12][CH2:13][CH2:14][CH3:15])[N:8]=[C:7]2[C:3]=1[NH:4][C:5](=[O:20])[N:6]2[CH2:16][CH2:17][CH2:18][Cl:19].[CH3:21][N:22]([CH3:26])[CH2:23][CH2:24][NH2:25]>CS(C)=O>[ClH:19].[NH2:1][C:2]1[N:10]=[C:9]([O:11][CH2:12][CH2:13][CH2:14][CH3:15])[N:8]=[C:7]2[C:3]=1[NH:4][C:5](=[O:20])[N:6]2[CH2:16][CH2:17][CH2:18][NH:25][CH2:24][CH2:23][N:22]([CH3:26])[CH3:21] |f:3.4|. Reported procedure: The product of step (ii) (16 g), DMSO (16 ml) and N,N-dimethylethylenediamine (120 ml) was heated at 80° C. for 4 h then evaporated under reduced pressure. The residue was azeotroped with acetonitrile then heated under reflux in acetonitrile (250 ml) for 30 min then cooled to 0° C. for 1 h. The solid was filtered off and dried. Yield 15.32 g. The reactants are F[B-](F)(F)F, CO, Cl, COc1cc(C(=O)O)nc2c(N3CCN(C)CC3)cc(F)cc12, Nc1ccc(N2CCOCC2)cc1, CN(C)C=O, On1nnc2ccccc21, CN(C)C(On1nnc2ccccc21)=[N+](C)C. The product is COc1cc(C(=O)Nc2ccc(N3CCOCC3)cc2)nc2c(N3CCN(C)CC3)cc(F)cc12. As a reaction SMILES: [B-:38]([F:39])([F:40])([F:41])[F:42].[CH3:75][OH:76].[ClH:1].[F:2][c:3]1[cH:4][c:5]2[c:6]([O:23][CH3:24])[cH:7][c:8]([C:20](=[O:21])[OH:22])[n:9][c:10]2[c:11]([N:13]2[CH2:14][CH2:15][N:16]([CH3:19])[CH2:17][CH2:18]2)[cH:12]1.[O:25]1[CH2:26][CH2:27][N:28]([c:31]2[cH:32][cH:33][c:34]([NH2:35])[cH:36][cH:37]2)[CH2:29][CH2:30]1.[O:70]=[CH:71][N:72]([CH3:73])[CH3:74].[OH:60][n:61]1[c:62]2[c:63]([cH:64][cH:65][cH:66][cH:67]2)[n:68][n:69]1.[n:43]1([O:44][C:45]([N:46]([CH3:47])[CH3:48])=[N+:49]([CH3:50])[CH3:51])[c:52]2[cH:53][cH:54][cH:55][cH:56][c:57]2[n:58][n:59]1>>[F:2][c:3]1[cH:4][c:5]2[c:6]([O:23][CH3:24])[cH:7][c:8]([C:20](=[O:22])[NH:35][c:34]3[cH:33][cH:32][c:31]([N:28]4[CH2:27][CH2:26][O:25][CH2:30][CH2:29]4)[cH:37][cH:36]3)[n:9][c:10]2[c:11]([N:13]2[CH2:14][CH2:15][N:16]([CH3:19])[CH2:17][CH2:18]2)[cH:12]1. Starting materials: COC1=C(C(=O)Cl)C(=CC=C1)OC (2,6-Dimethoxy-benzoyl chloride), CNCCC#CC1=NC=CC=C1 (methyl-(4-pyridin-2-yl-but-3-ynyl)-amine), CCN(C(C)C)C(C)C (DIEA). Solvent: C(Cl)(Cl)Cl (chloroform). Run at temperature 0 celsius, time 14 hour. Product: C(C1=CC=CC=C1)(=O)N (benzamide). Yield: 11.9%. As a reaction SMILES: CO[C:3]1[CH:11]=[CH:10][CH:9]=[C:8](OC)[C:4]=1[C:5](Cl)=[O:6].C[NH:15]CCC#CC1C=CC=CN=1.CCN(C(C)C)C(C)C>C(Cl)(Cl)Cl>[C:5]([NH2:15])(=[O:6])[C:4]1[CH:8]=[CH:9][CH:10]=[CH:11][CH:3]=1. Procedure details: 2,6-Dimethoxy-benzoyl chloride (81 mg, 0.41 mmol) was added to a solution, of methyl-(4-pyridin-2-yl-but-3-ynyl)-amine (50 mg, 0.31 mmol) and DIEA (69 μL, 0.41 mmol) in chloroform (2 mL) at 0° C. The reaction mixture was stirred at 0° C. for 10 min, at room temperature for 14 hours, quenched by the addition of water and extracted twice with chloroform. The organic phase was washed with saturated solution of NaHCO3, brine, dried over MgSO4, filtered and evaporated. The crude residue was purified ... Reactants: CN(C=CC(=O)C=1C=NC=CC1)C (3-dimethylamino-1-(3-pyridyl)-2-propen-1-one), NC1=NNC(=C1C#N)C (3-amino-5-methylpyrazole-4-carbonitrile). The solvent is C(C)(=O)O (acetic acid). The product is CC1=NN2C(N=CC=C2C=2C=NC=CC2)=C1C#N (2-Methyl-7-(3-pyridyl)pyrazolo[1,5-a]pyrimidine-3-carbonitrile). RXN SMILES: C[N:2]([CH3:13])[CH:3]=[CH:4][C:5]([C:7]1[CH:8]=[N:9][CH:10]=[CH:11][CH:12]=1)=O.[NH2:14][C:15]1[C:19](C#N)=[C:18]([CH3:22])[NH:17][N:16]=1>C(O)(=O)C>[CH3:22][C:18]1[C:19]([C:15]#[N:14])=[C:13]2[N:2]=[CH:3][CH:4]=[C:5]([C:7]3[CH:8]=[N:9][CH:10]=[CH:11][CH:12]=3)[N:16]2[N:17]=1. Procedure details: A mixture of 3.50 g. of 3-dimethylamino-1-(3-pyridyl)-2-propen-1-one, 25 L ml. of glacial acetic acid and 2.44 g. of 3-amino-5-methylpyrazole-4-carbonitrile is refluxed 6 hours. The solvent is removed in vacuo. The residue is dissolved in dichloromethane and the solution washed with saturated sodium bicarbonate solution. The dichloromethane layer is dried over anhydrous sodium sulfate and pased through a column of hydrous magnesium silicate. The eluent is concentrated and hexane added to give 2....